Dataset: the Open Reaction Database (ORD), a public repository of structured organic reaction records. Task: describe an organic reaction: reactants, conditions, products, and yield The reactants are C(C)(C)(C)OC(NC1=C(C=C(C=C1)C(F)(F)F)N)=O ((2-amino-4-trifluoromethyl-phenyl)-carbamic acid tert-butyl ester), C(C)(C)(C)OC(CC(C1=CC(=CC=C1)C=1N=NC=CC1)=O)=O (3-oxo-3-(3-pyridazin-3-yl-phenyl)-propionic acid tert-butyl ester). The product is C(C)(C)(C)OC(NC1=C(C=C(C=C1)C(F)(F)F)NC(CC(C1=CC(=CC=C1)C=1N=NC=CC1)=O)=O)=O ({2-[3-Oxo-3-(3-pyridazin-3-yl-phenyl)-propionylamino]-4-trifluoromethyl-phenyl}-carbamic acid tert-butyl ester), solid. The yield is 67.0%. Reaction SMILES: [C:1]([O:5][C:6](=[O:19])[NH:7][C:8]1[CH:13]=[CH:12][C:11]([C:14]([F:17])([F:16])[F:15])=[CH:10][C:9]=1[NH2:18])([CH3:4])([CH3:3])[CH3:2].C([O:24][C:25](=O)[CH2:26][C:27](=[O:40])[C:28]1[CH:33]=[CH:32][CH:31]=[C:30]([C:34]2[N:35]=[N:36][CH:37]=[CH:38][CH:39]=2)[CH:29]=1)(C)(C)C>>[C:1]([O:5][C:6](=[O:19])[NH:7][C:8]1[CH:13]=[CH:12][C:11]([C:14]([F:17])([F:16])[F:15])=[CH:10][C:9]=1[NH:18][C:25](=[O:24])[CH2:26][C:27](=[O:40])[C:28]1[CH:33]=[CH:32][CH:31]=[C:30]([C:34]2[N:35]=[N:36][CH:37]=[CH:38][CH:39]=2)[CH:29]=1)([CH3:4])([CH3:2])[CH3:3]. Procedure details: The title compound was prepared from (2-amino-4-trifluoromethyl-phenyl)-carbamic acid tert-butyl ester (Example J3) (207 mg, 0.75 mmol) and 3-oxo-3-(3-pyridazin-3-yl-phenyl)-propionic acid tert-butyl ester (Example K27) (224 mg, 0.75 mmol) according to the general procedure M. Obtained as a white solid (250 mg, 67%). Procedure details: DTNB (5,5′-Dithio-bis-(2-nitrobenzoic acid; MM=396.36 g/mol) was prepared at 3.9 mg/ml (equivalent to 10 mM) in potassium phosphate buffer 50 mM, pH=7.5+0.1 mM EDTA. The reagent was used at 0.5 mM final concentration. Reaction SMILES: C1[C:6]([S:7]SC2C=CC([N+]([O-])=O)=C(C(O)=O)C=2)=CC(C(O)=O)=C([N+]([O-])=O)C=1.[CH2:27]([N:38](CC(O)=O)CC(O)=O)[CH2:28][N:29](CC(O)=O)[CH2:30][C:31]([OH:33])=[O:32].P([O-])([O-])([O-])=[O:48].[K+].[K+].[K+]>>[CH2:6]([SH:7])[C@H:27]([NH2:38])[C:28]([NH:29][CH2:30][C:31]([OH:33])=[O:32])=[O:48] |f:2.3.4.5|. Starting materials: C1=CC(=C(C=C1SSC2=CC(=C(C=C2)[N+](=O)[O-])C(=O)O)C(=O)O)[N+](=O)[O-] (DTNB), C(CN(CC(=O)O)CC(=O)O)N(CC(=O)O)CC(=O)O (EDTA), P(=O)([O-])([O-])[O-].[K+].[K+].[K+] (potassium phosphate). Yields the product C([C@@H](C(=O)NCC(=O)O)N)S (Cys-Gly). The reactants are C(OC(C)Br)(OCC)=O (1-Bromoethyl ethyl carbonate), C([O-])(O)=O.[Na+] (sodium bicarbonate), CC1([C@@H](N2[C@H](S1)[C@@H](C2=O)NC(=O)[C@@H](C=3C=CC=CC3)N)C(=O)O)C.O.O.O (ampicillin trihydrate), COC(CC(=O)C)=O (methylaceto acetate). Run in C(C)(=O)OCC (Ethyl acetate), CC(=O)C (Acetone), CC(=O)C (acetone), C(C)N(CC)CC (triethylamine), O (Water). Conditions: temperature 40 celsius, time 3 hour. The product is CCOC(=O)OC(C)OC(=O)[C@H]1C(S[C@H]2N1C(=O)[C@H]2NC(=O)[C@@H](C=3C=CC=CC3)N)(C)C (bacampicillin). Yield: 67.0%. Reaction SMILES: [CH3:1][C:2]1([CH3:24])[S:6][C@@H:5]2[C@H:7]([NH:10][C:11]([C@H:13]([NH2:20])[C:14]3[CH:15]=[CH:16][CH:17]=[CH:18][CH:19]=3)=[O:12])[C:8](=[O:9])[N:4]2[C@H:3]1[C:21]([OH:23])=[O:22].O.O.O.COC(=O)CC(C)=O.C(=O)(O)[O-].[Na+].[C:41](=[O:49])([O:46][CH2:47][CH3:48])[O:42][CH:43](Br)[CH3:44]>C(OCC)(=O)C.O.CC(C)=O.C(N(CC)CC)C>[CH3:44][CH2:43][O:42][C:41]([O:46][CH:47]([O:22][C:21]([C@@H:3]1[N:4]2[C:8]([C@@H:7]([NH:10][C:11]([C@H:13]([NH2:20])[C:14]3[CH:19]=[CH:18][CH:17]=[CH:16][CH:15]=3)=[O:12])[C@H:5]2[S:6][C:2]1([CH3:24])[CH3:1])=[O:9])=[O:23])[CH3:48])=[O:49] |f:0.1.2.3,5.6|. Reported procedure: A mixture of ampicillin trihydrate (15 g), methylaceto acetate (5.65 g), triethylamine (4.05 g) and acetone (7.5 ml) was stirred at 40° C. for 3 hours. Acetone (30 ml) and sodium bicarbonate (12.4 g) were added. 1-Bromoethyl ethyl carbonate (14.6 g) was added dropwise during 1 hour. Stirring was continued at 40° C. for 1 hour. Water (37.5 ml) was added and the reaction was stirred at 20° C. for 1 hour. Ethyl acetate (37.5 ml) was added and the phases separated. The organic phase was washed with ... The reactants are C1CCOC1, C[O-], CO, CCCC(C)C, CCOCC, N#CCCS(=O)(=O)c1ccc(C=Cc2ccc(F)cc2)cc1, [Na+]. Yields the product O=S([O-])c1ccc(C=Cc2ccc(F)cc2)cc1, [Na+]. RXN SMILES: [CH2:26]1[O:27][CH2:28][CH2:29][CH2:30]1.[CH3:23][O-:24].[CH3:31][OH:32].[CH3:33][CH2:34][CH2:35][CH:36]([CH3:37])[CH3:38].[CH3:39][CH2:40][O:41][CH2:42][CH3:43].[F:1][c:2]1[cH:3][cH:4][c:5]([CH:8]=[CH:9][c:10]2[cH:11][cH:12][c:13]([S:16](=[O:17])(=[O:18])[CH2:19][CH2:20][C:21]#[N:22])[cH:14][cH:15]2)[cH:6][cH:7]1.[Na+:25]>>[F:1][c:2]1[cH:3][cH:4][c:5]([CH:8]=[CH:9][c:10]2[cH:11][cH:12][c:13]([S:16](=[O:17])[O-:18])[cH:14][cH:15]2)[cH:6][cH:7]1.[Na+:25]. The reactants are O1CCCC1 (tetrahydrofuran), C[O-].[Na+] (sodium methylate), C(C)(=O)O[C@H]1[C@H](SC2=CC=C(C=C2)S(=O)(=O)C2=CC=CC=C2)SC[C@H]([C@@H]1OC(C)=O)OC(C)=O (4-(phenylsulfonyl)phenyl 2,3,4-tri-O-acetyl-1,5-dithio-β-D-xylopyranoside). Run in C(C)O.O (ethanol water), CO (methanol), CO (methanol). Reaction conditions: time 1.5 hour. The product is S([C@H]1[C@H](O)[C@@H](O)[C@H](O)CS1)C1=CC=C(C=C1)S(=O)(=O)C1=CC=CC=C1 (4-(phenylsulfonyl)phenyl 1,5-dithio-β-D-xylopyranoside). Yield: 66.8%. Reaction SMILES: C[O-].[Na+].C([O:7][C@@H:8]1[C@@H:29]([O:30]C(=O)C)[C@H:28]([O:34]C(=O)C)[CH2:27][S:26][C@H:9]1[S:10][C:11]1[CH:16]=[CH:15][C:14]([S:17]([C:20]2[CH:25]=[CH:24][CH:23]=[CH:22][CH:21]=2)(=[O:19])=[O:18])=[CH:13][CH:12]=1)(=O)C.O1CCCC1>CO.C(O)C.O>[S:10]([C:11]1[CH:12]=[CH:13][C:14]([S:17]([C:20]2[CH:25]=[CH:24][CH:23]=[CH:22][CH:21]=2)(=[O:19])=[O:18])=[CH:15][CH:16]=1)[C@@H:9]1[S:26][CH2:27][C@@H:28]([OH:34])[C@H:29]([OH:30])[C@H:8]1[OH:7] |f:0.1,5.6|. Reported procedure: A solution of 0.35 cm3 of sodium methylate in methanol (3.5 molar) is added to a suspension of 6.5 g of 4-(phenylsulfonyl)phenyl 2,3,4-tri-O-acetyl-1,5-dithio-β-D-xylopyranoside in 150 ml of methanol. The mixture obtained is stirred at room temperature for 1.5 h under nitrogen and 250 cm3 of tetrahydrofuran are then added. A clear solution is obtained, after which Amberlite® IR 120 H+ resin is added to pH 6. The mixture is filtered and the solvents are evaporated off under reduced pressure. Afte... The reactants are [Li]CCCC (nBuLi), C(C)OC(OCC)N1C=NC(=C1C1=CC=NC=C1)C1=CC=C(C=C1)F (1-(1,1-diethoxymethyl)-4-(4-fluorophenyl)-5-(4-pyridinyl)imidazole), C(C)OC(OCC)N1C=NC(=C1C1=CC=C(C=C1)F)C1=CC=NC=C1 (1-(1,1-diethoxymethyl)-5-(4-fluorophenyl)-4-(4-pyridinyl)imidazole), FC1=C(C(=C(C(=N1)F)F)F)F (pentafluoropyridine). Solvent: C1CCOC1 (THF). Conditions: temperature -55 celsius, time 5 minute. Product: acetone hexanes, FC1=CC=C(C=C1)C=1N=C(NC1C1=CC=NC=C1)C1=C(C(=NC(=C1F)F)F)F (4-(4-Fluorophenyl)-5-(4-pyridyl) 2-(2,3,5,6-tetrafluoropyridinyl)imidazole), N1C=NC=C1 (imidazole). Reaction SMILES: [Li]CCCC.C(OC([N:13]1[C:17]([C:18]2[CH:23]=[CH:22][N:21]=[CH:20][CH:19]=2)=[C:16]([C:24]2[CH:29]=[CH:28][C:27]([F:30])=[CH:26][CH:25]=2)[N:15]=[CH:14]1)OCC)C.C(OC([N:38]1[C:42](C2C=CC(F)=CC=2)=[C:41](C2C=CN=CC=2)[N:40]=[CH:39]1)OCC)C.[F:56][C:57]1[N:62]=[C:61]([F:63])[C:60]([F:64])=[C:59](F)[C:58]=1[F:66]>C1COCC1>[F:30][C:27]1[CH:26]=[CH:25][C:24]([C:16]2[N:15]=[C:14]([C:59]3[C:58]([F:66])=[C:57]([F:56])[N:62]=[C:61]([F:63])[C:60]=3[F:64])[NH:13][C:17]=2[C:18]2[CH:19]=[CH:20][N:21]=[CH:22][CH:23]=2)=[CH:29][CH:28]=1.[NH:38]1[CH:42]=[CH:41][N:40]=[CH:39]1. Reported procedure: 1.6 M nBuLi (66 ml; 45 mmol) is added at −45° C. to a ˜1:1 mixture of 1-(1,1-diethoxymethyl)-4-(4-fluorophenyl)-5-(4-pyridinyl)imidazole and 1-(1,1-diethoxymethyl)-5-(4-fluorophenyl)-4-(4-pyridinyl)imidazole (15 g; 43 mmol) in THF (210 ml). After 15 min. at −45° C. the reaction mixture is cooled to −55° C. and pentafluoropyridine (5.1 ml; 47 mmol) is rapidly introduced. The cooling bath is removed, the reaction mixture allowed to warm to −15° C. and poured on water (1 l), which is then acidified... The reactants are COc1cccc(OC)c1C=O, CO, [H][H], C1CC2(CCN1)OCCO2. The product is COc1cccc(OC)c1CN1CCC2(CC1)OCCO2. As a reaction SMILES: [CH3:11][O:12][c:13]1[c:14]([CH:15]=[O:16])[c:17]([O:21][CH3:22])[cH:18][cH:19][cH:20]1.[CH3:25][OH:26].[H:23][H:24].[O:1]1[CH2:2][CH2:3][O:4][C:5]12[CH2:6][CH2:7][NH:8][CH2:9][CH2:10]2>>[O:1]1[CH2:2][CH2:3][O:4][C:5]12[CH2:6][CH2:7][N:8]([CH2:15][c:14]1[c:13]([O:12][CH3:11])[cH:20][cH:19][cH:18][c:17]1[O:21][CH3:22])[CH2:9][CH2:10]2. The reactants are CC1(CNCCC1)C (3,3-dimethylpiperidine), [OH-].[Na+] (sodium hydroxide), BrCC(=O)Cl (bromoacetyl chloride). Run in ClCCl (dichloromethane). Reaction conditions: time 1 hour. The product is BrCC(=O)N1CC(CCC1)(C)C (2-Bromo-1-(3,3-dimethylpiperidin-1-yl)ethanone). RXN SMILES: [CH3:1][C:2]1([CH3:8])[CH2:7][CH2:6][CH2:5][NH:4][CH2:3]1.[OH-].[Na+].[Br:11][CH2:12][C:13](Cl)=[O:14]>ClCCl>[Br:11][CH2:12][C:13]([N:4]1[CH2:5][CH2:6][CH2:7][C:2]([CH3:8])([CH3:1])[CH2:3]1)=[O:14] |f:1.2|. Procedure: To a solution of 3,3-dimethylpiperidine (250 mg) in dichloromethane (3 ml) was added an aqueous solution of 5N sodium hydroxide (1.1 ml), bromoacetyl chloride (0.2 ml) was added dropwise thereto on an ice bath, and the solution was stirred for 1 hour at room temperature. The solution was extracted with diethyl ether, then sequentially washed with an aqueous solution of 10% citric acid and brine, dried over anhydrous magnesium sulfate, and then the solvent was evaporated in vacuo to provide the t... Starting materials: CN(C)C=O, COc1cc([N+](=O)[O-])ccc1C#N, CCOC(C)=O, [Cl-], [Li+]. Yields the product N#Cc1ccc([N+](=O)[O-])cc1O. As a reaction SMILES: [CH3:16][N:17]([CH3:18])[CH:19]=[O:20].[CH3:1][O:2][c:3]1[c:4]([C:5]#[N:6])[cH:7][cH:8][c:9]([N+:11](=[O:12])[O-:13])[cH:10]1.[CH3:21][CH2:22][O:23][C:24](=[O:25])[CH3:26].[Cl-:15].[Li+:14]>>[OH:2][c:3]1[c:4]([C:5]#[N:6])[cH:7][cH:8][c:9]([N+:11](=[O:12])[O-:13])[cH:10]1.